This data is from the Open Reaction Database (ORD), a public repository of structured organic reaction records. The task is: describe an organic reaction: reactants, conditions, products, and yield Reactants: ClC=1OC(=C(N1)C1=CC=C(C=C1)Cl)CCC(=O)OC (methyl 2-chloro-4-(4-chlorophenyl)-5-oxazolepropionate), CC=1NC=CN1 (2-methylimidazole), CS(=O)C (dimethyl sulfoxide). Run in O (water). Conditions: temperature 110 celsius, time 8 hour. Yields the product ClC1=CC=C(C=C1)C=1N=C(OC1CCC(=O)OC)N1C(=NC=C1)C (Methyl 4-(4-chlorophenyl)-2-(2-methylimidazol-1-yl)-5-oxazolepropionate). The yield is 77.2%. Reaction SMILES: Cl[C:2]1[O:3][C:4]([CH2:14][CH2:15][C:16]([O:18][CH3:19])=[O:17])=[C:5]([C:7]2[CH:12]=[CH:11][C:10]([Cl:13])=[CH:9][CH:8]=2)[N:6]=1.[CH3:20][C:21]1[NH:22][CH:23]=[CH:24][N:25]=1.CS(C)=O>O>[Cl:13][C:10]1[CH:11]=[CH:12][C:7]([C:5]2[N:6]=[C:2]([N:22]3[CH:23]=[CH:24][N:25]=[C:21]3[CH3:20])[O:3][C:4]=2[CH2:14][CH2:15][C:16]([O:18][CH3:19])=[O:17])=[CH:8][CH:9]=1. Reported procedure: A mixture of methyl 2-chloro-4-(4-chlorophenyl)-5-oxazolepropionate (805.4 g), 2-methylimidazole (1101.7 g) and dimethyl sulfoxide (2416 mL) was stirred at 110° C. for 8 h and water was added to the obtained mixture. The mixture was extracted with ethyl acetate and the extract was washed with 5% brine. The solvent was evaporated and the residue was dissolved in ethyl acetate (1611 mL) with heating. n-Heptane (4832 mL) was added at 30° C. The precipitated crystals were collected by filtration and... Reactants: C(C)OC(=CC1=NCCC1)C1=CC=CC=C1.F[B-](F)(F)F (2-(2-ethoxy-2-phenyl-ethenyl)-1-pyrroline tetrafluoroborate), CNC1CCCCC1 (N-methyl-cyclohexylamine), CS(=O)(=O)O (methanesulphonic acid). Yields the product CN(C1=C(C=CC=C1)C=CC1=NCCC1)C1CCCCC1 (2-[2-(N-methyl-cyclohexylamino)-phenylethenyl]-1-pyrroline-), CS(=O)(=O)[O-] (methanesulphonate). RXN SMILES: C(O[C:4]([C:11]1[CH:16]=[CH:15][CH:14]=[CH:13][CH:12]=1)=[CH:5][C:6]1[CH2:10][CH2:9][CH2:8][N:7]=1)C.F[B-](F)(F)F.[CH3:22][S:23]([OH:26])(=[O:25])=[O:24].[CH3:27][NH:28][CH:29]1[CH2:34][CH2:33][CH2:32][CH2:31][CH2:30]1>>[CH3:27][N:28]([CH:29]1[CH2:34][CH2:33][CH2:32][CH2:31][CH2:30]1)[C:16]1[CH:15]=[CH:14][CH:13]=[CH:12][C:11]=1[CH:4]=[CH:5][C:6]1[CH2:10][CH2:9][CH2:8][N:7]=1.[CH3:22][S:23]([O-:26])(=[O:25])=[O:24] |f:0.1|. Procedure: Crude 2-[2-(N-methylcyclohexylamino)-phenylethenyl]-1-pyrroline is produced by heating the solution of 9.1 g (0.03 mole) of 2-(2-ethoxy-2-phenyl-ethenyl)-1-pyrroline-tetrafluoroborate in 20 ml of N-methyl-cyclohexylamine for 2 hours at 100°, and processing the reaction mixture analogously to Example 1. By addition of 2.8 g of methanesulphonic acid to the solution of the crude base in isopropanol, evaporation of this solution in the rotary evaporator and recrystallisation of the residue from ethy... Starting materials: C(CCC)C1=CC=C(S1)S(=O)(=O)NC(C)(C)C (5-butyl-2-(N-t-butylaminosulfonyl)-thiophene), C(CCC)I (butyliodide). Run in CCOC(=O)C (EtOAc). The product is C(C(C)C)C1=CC=C(S1)S(=O)(=O)NC(C)(C)C (5-isobutyl-2-(N-t -butylaminosulfonyl)thiophene). RXN SMILES: [CH2:1]([C:5]1[S:9][C:8]([S:10]([NH:13][C:14]([CH3:17])([CH3:16])[CH3:15])(=[O:12])=[O:11])=[CH:7][CH:6]=1)[CH2:2][CH2:3]C.[CH2:18](I)CCC>CCOC(C)=O>[CH2:1]([C:5]1[S:9][C:8]([S:10]([NH:13][C:14]([CH3:15])([CH3:16])[CH3:17])(=[O:11])=[O:12])=[CH:7][CH:6]=1)[CH:2]([CH3:3])[CH3:18]. Procedure details: The titled compound was prepared using the procedure described for the synthesis of 5-butyl-2-(N-t-butylaminosulfonyl)-thiophene by substituting isobutyliodide for butyliodide. Rf=0.37 (6:1 Hex/EtOAc).